This data is from the Open Reaction Database (ORD), a public repository of structured organic reaction records. The task is: describe an organic reaction: reactants, conditions, products, and yield Reactants: OC1=CC=C(C=C1)C(C)(C)C1=CC=C(C=C1)O (bisphenol A), C(C(=C)C)(=O)OCC1CO1 (glycidyl methacrylate). The product is CC(=C)C(=O)OCC(COC1=CC=C(C=C1)C(C)(C)C2=CC=C(C=C2)OCC(COC(=O)C(=C)C)O)O (Bis-GMA). As a reaction SMILES: [OH:1][C:2]1[CH:7]=[CH:6][C:5]([C:8]([C:11]2[CH:16]=[CH:15][C:14]([OH:17])=[CH:13][CH:12]=2)([CH3:10])[CH3:9])=[CH:4][CH:3]=1.[C:18]([O:23][CH2:24][CH:25]1[O:27][CH2:26]1)(=[O:22])[C:19]([CH3:21])=[CH2:20]>>[CH3:21][C:19]([C:18]([O:23][CH2:24][CH:25]([OH:27])[CH2:26][O:1][C:2]1[CH:3]=[CH:4][C:5]([C:8]([C:11]2[CH:12]=[CH:13][C:14]([O:17][CH2:26][CH:25]([OH:27])[CH2:24][O:23][C:18]([C:19]([CH3:21])=[CH2:20])=[O:22])=[CH:15][CH:16]=2)([CH3:10])[CH3:9])=[CH:6][CH:7]=1)=[O:22])=[CH2:20]. Reported procedure: adduct of 1 mole of bisphenol A with 2 moles of glycidyl methacrylate Isolated yield 66.2%. Procedure details: 20 g of (R)-2-ethoxycarbonylmethyl-4-triethylsilyloxy-2-cyclopenten-1-one obtained from Example 35 and 2 g of Candida antarcitica lipase were suspended in 200 ml of phosphate buffer (10 mM, pH 6.5-7.5) and stirred at room temperature. The pH of the solution was maintained by 1N sodium hydroxide solution and finally adjusted to 7.0 upon completion of the reaction and the Lipase was removed by filtration. The reaction mixture was extracted with 100 ml of ethyl acetate twice. The pH of the aqueous ... The reactants are C(C)OC(=O)CC=1C(C[C@H](C1)O[Si](CC)(CC)CC)=O ((R)-2-ethoxycarbonylmethyl-4-triethylsilyloxy-2-cyclopenten-1-one), [OH-].[Na+] (sodium hydroxide). The solvent is P(=O)([O-])([O-])[O-] (phosphate). Yields the product OC(=O)CC=1C(C[C@H](C1)O[Si](CC)(CC)CC)=O ((R)-2-hydroxycarbonylmethyl-4-triethylsiloxy-2-cyclopenten-1-one). Reaction SMILES: C([O:3][C:4]([CH2:6][C:7]1[C:8](=[O:20])[CH2:9][C@@H:10]([O:12][Si:13]([CH2:18][CH3:19])([CH2:16][CH3:17])[CH2:14][CH3:15])[CH:11]=1)=[O:5])C.[OH-].[Na+]>P([O-])([O-])([O-])=O>[OH:5][C:4]([CH2:6][C:7]1[C:8](=[O:20])[CH2:9][C@@H:10]([O:12][Si:13]([CH2:16][CH3:17])([CH2:18][CH3:19])[CH2:14][CH3:15])[CH:11]=1)=[O:3] |f:1.2|. Starting materials: C(\C=C/C(=O)O)(=O)O.C(C1=CC=CC=C1)OC(=O)[C@@H]1C[C@H]2[C@@H](N1C([C@H](C)N[C@@H](CCC1=CC=CC=C1)C(=O)OCC)=O)CCC2 ((2S,3aS,6aS)-1-[(S)-2-[[(S)-1-(ethoxycarbonyl)-3-phenylpropyl]-amino]propanoyl]octahydrocyclopenta[b]pyrrole-2-carboxylic acid benzyl ester maleic acid salt), ClCCl (dichloromethane). Solvent: C(C)N(CC)CC (Triethylamine). Reaction conditions: temperature 2.5 celsius. Product: CCOC(=O)[C@H](CCC=1C=CC=CC1)N[C@@H](C)C(=O)N2[C@H]3CCC[C@H]3C[C@H]2C(=O)O (Ramipril). As a reaction SMILES: C(O)(=O)/C=C\C(O)=O.C([O:16][C:17]([C@H:19]1[N:23]([C:24](=[O:42])[C@@H:25]([NH:27][C@H:28]([C:37]([O:39][CH2:40][CH3:41])=[O:38])[CH2:29][CH2:30][C:31]2[CH:36]=[CH:35][CH:34]=[CH:33][CH:32]=2)[CH3:26])[C@H:22]2[CH2:43][CH2:44][CH2:45][C@H:21]2[CH2:20]1)=[O:18])C1C=CC=CC=1.ClCCl>C(N(CC)CC)C>[CH3:41][CH2:40][O:39][C:37]([C@@H:28]([NH:27][C@H:25]([C:24]([N:23]1[C@H:19]([C:17]([OH:18])=[O:16])[CH2:20][C@H:21]2[C@@H:22]1[CH2:43][CH2:44][CH2:45]2)=[O:42])[CH3:26])[CH2:29][CH2:30][C:31]1[CH:32]=[CH:33][CH:34]=[CH:35][CH:36]=1)=[O:38] |f:0.1|. Procedure details: A 1.0 g portion of (2S,3aS,6aS)-1-[(S)-2-[[(S)-1-(ethoxycarbonyl)-3-phenylpropyl]amino]propanoyl]octahydrocyclopenta[b]pyrrole-2-carboxylic acid benzyl ester maleic acid salt 1 was placed into 100 mL of dichloromethane, and was cooled to 0-5° C. Triethylamine (0.19 g) was added to the mixture. The resulting mixture was washed with water, and the organic phase was evaporated to give an oil. This oil was deprotected using hydrogenolysis, as per examples stated in EP 079022 to give Ramipril as a wh... Starting materials: N1=CC=CC=C1 (pyridine), COC1=C(C=CC=C1[N+](=O)[O-])CO ((2-methoxy-3-nitro-phenyl)-methanol), P(Br)(Br)Br (phosphorus tribromide). The solvent is ClCCl (dichloromethane), ClCCl (dichloromethane). Run at time 45 minute. Product: BrCC1=C(C(=CC=C1)[N+](=O)[O-])OC (1-bromomethyl-2-methoxy-3-nitrobenzene). Reaction SMILES: [CH3:1][O:2][C:3]1[C:8]([N+:9]([O-:11])=[O:10])=[CH:7][CH:6]=[CH:5][C:4]=1[CH2:12]O.N1C=CC=CC=1.P(Br)(Br)[Br:21]>ClCCl>[Br:21][CH2:12][C:4]1[CH:5]=[CH:6][CH:7]=[C:8]([N+:9]([O-:11])=[O:10])[C:3]=1[O:2][CH3:1]. Procedure details: A solution of 14.7 g of (2-methoxy-3-nitro-phenyl)-methanol dissolved in 140 ml of dichloromethane and 5.5 ml of pyridine was cooled in an ice bath and slowly added 6.48 ml of phosphorus tribromide. After 45 minutes at 5° C., the reaction mixture was diluted with dichloromethane, washed with water, dried, and evaporated to dryness. The residue was purified by flash chromatography on silica gel eluting with ethyl acetate/hexane (5:95) giving 7.3 g of 1-bromomethyl-2-methoxy-3-nitrobenzene as a ye... Reactants: CC(C)=O, Cc1n[nH]c2cc([N+](=O)[O-])ccc12. Yields the product Cc1c2ccc([N+](=O)[O-])cc2nn1C. RXN SMILES: [CH3:14][C:15](=[O:16])[CH3:17].[CH3:1][c:2]1[n:3][nH:4][c:5]2[cH:6][c:7]([N+:11](=[O:12])[O-:13])[cH:8][cH:9][c:10]12>>[CH3:1][c:2]1[n:3]([CH3:14])[n:4][c:5]2[cH:6][c:7]([N+:11](=[O:12])[O-:13])[cH:8][cH:9][c:10]12.